This data is from the Open Reaction Database (ORD), a public repository of structured organic reaction records. The task is: describe an organic reaction: reactants, conditions, products, and yield Reactants: CO, CC(C)(S)C(N)C(=O)O, O=S(Cl)Cl. The product is COC(=O)C(N)C(C)(C)S. As a reaction SMILES: [CH3:14][OH:15].[CH3:1][C:2]([CH3:3])([SH:4])[CH:5]([NH2:6])[C:7]([OH:8])=[O:9].[S:10]([Cl:11])([Cl:12])=[O:13]>>[CH3:1][C:2]([CH3:3])([SH:4])[CH:5]([NH2:6])[C:7]([O:8][CH3:14])=[O:9]. Starting materials: C1CCOC1, CNC1CCN(C)CC1, Oc1ccc(Nc2nc(Cl)nc(NC3CCCCCC3)n2)cc1Cl, [Na+], [OH-], O. Yields the product CN1CCC(N(C)c2nc(Nc3ccc(O)c(Cl)c3)nc(NC3CCCCCC3)n2)CC1. Reaction SMILES: [CH2:37]1[O:38][CH2:39][CH2:40][CH2:41]1.[CH3:25][N:26]1[CH2:27][CH2:28][CH:29]([NH:32][CH3:33])[CH2:30][CH2:31]1.[Cl:1][c:2]1[c:3]([OH:24])[cH:4][cH:5][c:6]([NH:8][c:9]2[n:10][c:11]([NH:16][CH:17]3[CH2:18][CH2:19][CH2:20][CH2:21][CH2:22][CH2:23]3)[n:12][c:13]([Cl:15])[n:14]2)[cH:7]1.[Na+:35].[OH-:34].[OH2:36]>>[Cl:1][c:2]1[c:3]([OH:24])[cH:4][cH:5][c:6]([NH:8][c:9]2[n:10][c:11]([NH:16][CH:17]3[CH2:18][CH2:19][CH2:20][CH2:21][CH2:22][CH2:23]3)[n:12][c:13]([N:32]([CH:29]3[CH2:28][CH2:27][N:26]([CH3:25])[CH2:31][CH2:30]3)[CH3:33])[n:14]2)[cH:7]1. Reactants: O=C([O-])[O-], CN(C)C=O, COc1ccc2[nH]cc(Cl)c(=O)c2n1, [K+], [K+], O, BrP(Br)Br. Product: COc1ccc2ncc(Cl)c(Br)c2n1. Reaction SMILES: [C:20](=[O:21])([O-:22])[O-:23].[CH3:26][N:27]([CH3:28])[CH:29]=[O:30].[Cl:1][c:2]1[cH:3][nH:4][c:5]2[cH:6][cH:7][c:8]([O:13][CH3:14])[n:9][c:10]2[c:11]1=[O:12].[K+:24].[K+:25].[OH2:19].[P:15]([Br:16])([Br:17])[Br:18]>>[Cl:1][c:2]1[cH:3][n:4][c:5]2[cH:6][cH:7][c:8]([O:13][CH3:14])[n:9][c:10]2[c:11]1[Br:16]. Reactants: C[O-].[Na+] (NaOMe), C[Si](C)(C)Cl (Trimethylsilylchloride), ClC=1C=C(C=CC1)NC(=O)/C=C/C=1C=CC(=C(C1)OP(OCC1=CC=CC=C1)(OCC1=CC=CC=C1)=O)OC (phosphoric acid dibenzyl ester 5-[(E)-2-(3-chloro-phenylcarbamoyl)-vinyl]-2-methoxy-phenyl ester), [Na+].[I-] (NaI). Run in CC#N (CH3CN), O (water). Reaction conditions: time 1 hour. Product: P(=O)(OC1=C(C=CC(=C1)\C=C\C(=O)NC1=CC(=CC=C1)Cl)OC)([O-])[O-].[Na+].[Na+] (sodium (E)-5-(3-(3-chlorophenylamino)-3-oxoprop-1-enyl)-2-methoxyphenyl phosphate). Yield: 77.5%. Reaction SMILES: C[Si](Cl)(C)C.[Cl:6][C:7]1[CH:8]=[C:9]([NH:13][C:14](/[CH:16]=[CH:17]/[C:18]2[CH:19]=[CH:20][C:21]([O:43][CH3:44])=[C:22]([O:24][P:25](=[O:42])([O:34]CC3C=CC=CC=3)[O:26]CC3C=CC=CC=3)[CH:23]=2)=[O:15])[CH:10]=[CH:11][CH:12]=1.[Na+:45].[I-].C[O-].[Na+]>CC#N.O>[P:25]([O-:42])([O-:34])([O:24][C:22]1[CH:23]=[C:18](/[CH:17]=[CH:16]/[C:14]([NH:13][C:9]2[CH:10]=[CH:11][CH:12]=[C:7]([Cl:6])[CH:8]=2)=[O:15])[CH:19]=[CH:20][C:21]=1[O:43][CH3:44])=[O:26].[Na+:45].[Na+:45] |f:2.3,4.5,8.9.10|. Procedure: Trimethylsilylchloride (1.68 ml, 13.3 mmol) was added dropwise to a stirred solution of phosphoric acid dibenzyl ester 5-[(E)-2-(3-chloro-phenylcarbamoyl)-vinyl]-2-methoxy-phenyl ester (1.87 g, 3.32 mmol) and NaI (1.99 g, 13.3 mmol) in dry CH3CN (40 ml). The mixture was stirred for 1 h at RT and then diluted with water and extracted with AcOEt. The organic phase was dried over sodium sulphate and evaporated in vacuo. The crude was triturated with AcOEt and Et2O, filtered and dissolved in EtOH (1... The reactants are C(#N)C1=CC(=C(C=C1)C=1C=NN(C1O)C1=NC=C(C(=O)O)C=C1)C (6-(4-(4-cyano-2-methylphenyl)-5-hydroxy-1H-pyrazol-1-yl)nicotinic acid), O1C(CCC1)CN ((tetrahydrofuran-2-yl)methanamine). Yields the product C(#N)C1=CC(=C(C=C1)C=1C=NN(C1O)C1=NC=C(C(=O)NCC2OCCC2)C=C1)C (6-(4-(4-cyano-2-methylphenyl)-5-hydroxy-1H-pyrazol-1-yl)-N-((tetrahydrofuran-2-yl)methyl)nicotinamide). RXN SMILES: [C:1]([C:3]1[CH:8]=[CH:7][C:6]([C:9]2[CH:10]=[N:11][N:12]([C:15]3[CH:23]=[CH:22][C:18]([C:19]([OH:21])=O)=[CH:17][N:16]=3)[C:13]=2[OH:14])=[C:5]([CH3:24])[CH:4]=1)#[N:2].[O:25]1[CH2:29][CH2:28][CH2:27][CH:26]1[CH2:30][NH2:31]>>[C:1]([C:3]1[CH:8]=[CH:7][C:6]([C:9]2[CH:10]=[N:11][N:12]([C:15]3[CH:23]=[CH:22][C:18]([C:19]([NH:31][CH2:30][CH:26]4[CH2:27][CH2:28][CH2:29][O:25]4)=[O:21])=[CH:17][N:16]=3)[C:13]=2[OH:14])=[C:5]([CH3:24])[CH:4]=1)#[N:2]. Procedure: The title compound was prepared in a manner similar to Example 112 using 6-(4-(4-cyano-2-methylphenyl)-5-hydroxy-1H-pyrazol-1-yl)nicotinic acid and (tetrahydrofuran-2-yl)methanamine. 1H NMR (400 MHz, DMSO-d6) δ ppm 1.49-1.67 (m, 1H) 1.75-1.89 (m, 2H) 1.89-2.01 (m, 1H) 2.44 (s, 3H) 3.35-3.42 (m, 2H) 3.65 (q, J=7.49 Hz, 1H) 3.80 (q, J=6.82 Hz, 1H) 4.00 (t, J=6.32 Hz, 1H) 7.67 (d, J=7.83 Hz, 1H) 7.74 (s, 1H) 7.78 (br. s., 1H) 8.18 (br. s., 1H) 8.43 (d, J=6.57 Hz, 2H) 8.82 (t, J=5.31 Hz, 1H) 8.93 (s... Reactants: Br, CC(C)N(C)C1CCC(N2CCC(NC(=O)OCc3ccccc3)C2=O)C(CS(=O)(=O)C(C)(C)C)C1, CC(=O)O, CCOCC, CCOC(C)=O. Product: CC(C)N(C)C1CCC(N2CCC(N)C2=O)C(CS(=O)(=O)C(C)(C)C)C1. Reaction SMILES: [BrH:42].[C:1]([CH3:2])([CH3:3])([CH3:4])[S:5](=[O:6])(=[O:7])[CH2:8][CH:9]1[CH:10]([N:20]2[C:21](=[O:36])[CH:22]([NH:25][C:26](=[O:27])[O:28][CH2:29][c:30]3[cH:31][cH:32][cH:33][cH:34][cH:35]3)[CH2:23][CH2:24]2)[CH2:11][CH2:12][CH:13]([N:15]([CH3:16])[CH:17]([CH3:18])[CH3:19])[CH2:14]1.[C:43]([OH:44])(=[O:45])[CH3:46].[CH3:37][CH2:38][O:39][CH2:40][CH3:41].[CH3:47][CH2:48][O:49][C:50]([CH3:51])=[O:52]>>[C:1]([CH3:2])([CH3:3])([CH3:4])[S:5](=[O:6])(=[O:7])[CH2:8][CH:9]1[CH:10]([N:20]2[C:21](=[O:36])[CH:22]([NH2:25])[CH2:23][CH2:24]2)[CH2:11][CH2:12][CH:13]([N:15]([CH3:16])[CH:17]([CH3:18])[CH3:19])[CH2:14]1. Yields the product CC(C)(O)COC1CCC(Nc2nc[nH]n2)CC1. Starting materials: CC(=O)O[BH-](OC(C)=O)OC(C)=O, CC(=O)O, Nc1nc[nH]n1, [Na+], CC(C)(O)COC1CCC(=O)CC1. As a reaction SMILES: [C:20]([O:21][BH-:22]([O:23][C:24](=[O:25])[CH3:26])[O:27][C:28](=[O:29])[CH3:30])(=[O:31])[CH3:32].[CH3:34][C:35](=[O:36])[OH:37].[NH2:1][c:2]1[n:3][nH:4][cH:5][n:6]1.[Na+:33].[OH:7][C:8]([CH2:9][O:10][CH:11]1[CH2:12][CH2:13][C:14](=[O:17])[CH2:15][CH2:16]1)([CH3:18])[CH3:19]>>[NH:1]([c:2]1[n:3][nH:4][cH:5][n:6]1)[CH:14]1[CH2:13][CH2:12][CH:11]([O:10][CH2:9][C:8]([OH:7])([CH3:18])[CH3:19])[CH2:16][CH2:15]1.